Dataset: the Open Reaction Database (ORD), a public repository of structured organic reaction records. Task: describe an organic reaction: reactants, conditions, products, and yield The reactants are C(C)(=O)Cl (acetyl chloride), C([O-])([O-])=O.[K+].[K+] (potassium carbonate), crude material, [H][H] (hydrogen), C(#N)C(C(=O)OC)C(CC(=O)OC)C1=C(C=C(C(=C1)F)F)F (Dimethyl 2-cyano-3-(2,4,5-trifluorophenyl)pentanedioate), C[Si](C)(C)C=[N+]=[N-] (trimethylsilyldiazomethane). The reagents and catalysts are [Pt](=O)=O (platinum (IV) oxide). Run in CO (methanol), C(C)OCC.CO (diethyl ether methanol), CO.C1(=CC=CC=C1)C (methanol toluene). Conditions: time 30 minute. The product is COC(=O)[C@@H]1CNC(C[C@H]1C1=C(C=C(C(=C1)F)F)F)=O (Methyl-trans-6-oxo-4-(2,4,5-trifluorophenyl)piperidine-3-carboxylate). Reaction SMILES: C(Cl)(=O)C.[C:5]([CH:7]([CH:12]([C:18]1[CH:23]=[C:22]([F:24])[C:21]([F:25])=[CH:20][C:19]=1[F:26])[CH2:13][C:14](OC)=[O:15])[C:8]([O:10][CH3:11])=[O:9])#[N:6].[H][H].C(=O)([O-])[O-].[K+].[K+].C[Si](C=[N+]=[N-])(C)C>CO.C1(C)C=CC=CC=1.C(OCC)C.CO.[Pt](=O)=O.CO>[CH3:11][O:10][C:8]([C@H:7]1[C@H:12]([C:18]2[CH:23]=[C:22]([F:24])[C:21]([F:25])=[CH:20][C:19]=2[F:26])[CH2:13][C:14](=[O:15])[NH:6][CH2:5]1)=[O:9] |f:3.4.5,7.8,9.10|. Reported procedure: To 450 mL of methanol at 0° C. was carefully added 30 mL of acetyl chloride and the resulting solution was allowed to stir at ambient temperature for 30 min. The resulting solution was added to 27 g (86 mmol) of dimethyl 2-cyano-3-(2,4,5-trifluorophenyl)pentanedioate from Step B and the reaction mixture was then shaken with 5.0 g of platinum (IV) oxide under 50 psi of hydrogen for 20 h. The mixture was filtered through a pad of Celite and the filter cake washed with methanol and dichloromethane.... The reactants are CC(C#N)(C)C1=NC=C(C=C1)[N+](=O)[O-] (2-methyl-2-(5-nitropyridin-2-yl)propanenitrile). Reagents/catalysts: [Ni] (Ni). Product: NC=1C=CC(=NC1)C(C#N)(C)C (2-(5-aminopyridin-2-yl)-2-methylpropanenitrile). RXN SMILES: [CH3:1][C:2]([C:6]1[CH:11]=[CH:10][C:9]([N+:12]([O-])=O)=[CH:8][N:7]=1)([CH3:5])[C:3]#[N:4]>[Ni]>[NH2:12][C:9]1[CH:10]=[CH:11][C:6]([C:2]([CH3:5])([CH3:1])[C:3]#[N:4])=[N:7][CH:8]=1. Procedure: 2-methyl-2-(5-nitropyridin-2-yl)propanenitrile (15.70 mmol) was subjected to hydrogenation using Raney-Ni (0.6 g) at 40 psi for 4 h. Reaction mixture was filtered and washed with methanol. Filtrate was concentrated and purified (silica gel column, MeOH/CHCl3 as eluent) to obtain the title compound. 1H NMR (300 MHz, DMSO-d6): δ 8.11 (d, J=2.7 Hz, 1H), 7.37 (d, J=8.7 Hz, 1H), 7.03 (dd, J=2.7, 8.7 Hz, 1H), 3.36 (brs, 2H), 1.74 (s, 6H); MS m/z: 162 (M+1)+. The reactants are CS(=O)(=O)c1ccc(C(CC2CCCC2)C(=O)N2C(=O)OCC2Cc2ccccc2)cc1Cl, [Li+], [Li+], [O-]O, C1CCOC1, [OH-], O, OO. Yields the product CS(=O)(=O)c1ccc(C(CC2CCCC2)C(=O)O)cc1Cl. RXN SMILES: [CH2:8]([CH:9]1[CH2:10][O:11][C:12](=[O:13])[N:14]1[C:21]([CH:22]([CH2:23][CH:24]1[CH2:25][CH2:26][CH2:27][CH2:28]1)[c:29]1[cH:30][c:31]([Cl:39])[c:32]([S:35](=[O:36])(=[O:37])[CH3:38])[cH:33][cH:34]1)=[O:40])[c:15]1[cH:16][cH:17][cH:18][cH:19][cH:20]1.[Li+:1].[Li+:7].[O-:5][OH:6].[O:42]1[CH2:43][CH2:44][CH2:45][CH2:46]1.[OH-:2].[OH2:41].[OH:3][OH:4]>>[O:2]=[C:21]([CH:22]([CH2:23][CH:24]1[CH2:25][CH2:26][CH2:27][CH2:28]1)[c:29]1[cH:30][c:31]([Cl:39])[c:32]([S:35](=[O:36])(=[O:37])[CH3:38])[cH:33][cH:34]1)[OH:40]. Reactants: BrB(Br)Br, ClCCl, COc1cc(-n2nc(C)n(C(F)F)c2=O)c(Cl)cc1C. The product is Cc1cc(Cl)c(-n2nc(C)n(C(F)F)c2=O)cc1O. RXN SMILES: [B:21]([Br:22])([Br:23])[Br:24].[CH2:25]([Cl:26])[Cl:27].[Cl:1][c:2]1[c:3](-[n:11]2[n:12][c:13]([CH3:20])[n:14]([CH:17]([F:18])[F:19])[c:15]2=[O:16])[cH:4][c:5]([O:9][CH3:10])[c:6]([CH3:8])[cH:7]1>>[Cl:1][c:2]1[c:3](-[n:11]2[n:12][c:13]([CH3:20])[n:14]([CH:17]([F:18])[F:19])[c:15]2=[O:16])[cH:4][c:5]([OH:9])[c:6]([CH3:8])[cH:7]1. Starting materials: N1=CC=C(C=C1)C(=O)CCCC (n-butyl 4-pyridinyl ketone), C(C1=CC=CC=C1)(=O)NN (benzoic acid hydrazide). Solvent: C(C)O (ethanol). Product: N1=CC=C(C=C1)C(CCCC)=NNC(C1=CC=CC=C1)=O (benzoic acid [1-(4-pyridinyl)pentylidene]hydrazide). Isolated yield 76.6%. Reaction SMILES: [N:1]1[CH:6]=[CH:5][C:4]([C:7]([CH2:9][CH2:10][CH2:11][CH3:12])=O)=[CH:3][CH:2]=1.[C:13]([NH:21][NH2:22])(=[O:20])[C:14]1[CH:19]=[CH:18][CH:17]=[CH:16][CH:15]=1>C(O)C>[N:1]1[CH:6]=[CH:5][C:4]([C:7](=[N:22][NH:21][C:13](=[O:20])[C:14]2[CH:19]=[CH:18][CH:17]=[CH:16][CH:15]=2)[CH2:9][CH2:10][CH2:11][CH3:12])=[CH:3][CH:2]=1. Procedure details: A mixture of 5.97 gm (0.0366 mole) of n-butyl 4-pyridinyl ketone, 5.45 gm (0.04 mole) of benzoic acid hydrazide and 100 ml of absolute ethanol is refluxed 4.5 hr. The hot solution is filtered. The filtrate is diluted with water to the cloud point, cooled to room temperature and chilled. The solids which deposit are collected, washed with water and dried to yield 7.89 gm (77%) of the title compound having a melting point of 142.1° C. Starting materials: CCOCC, CC(C)=O, OC1CCCCC1Oc1ccccc1, O. Yields the product O=C1CCCCC1Oc1ccccc1. Reaction SMILES: [CH3:16][CH2:17][O:18][CH2:19][CH3:20].[CH3:21][C:22](=[O:23])[CH3:24].[O:1]([c:2]1[cH:3][cH:4][cH:5][cH:6][cH:7]1)[CH:8]1[CH:9]([OH:14])[CH2:10][CH2:11][CH2:12][CH2:13]1.[OH2:15]>>[O:1]([c:2]1[cH:3][cH:4][cH:5][cH:6][cH:7]1)[CH:8]1[C:9](=[O:14])[CH2:10][CH2:11][CH2:12][CH2:13]1.